Dataset: the Open Reaction Database (ORD), a public repository of structured organic reaction records. Task: describe an organic reaction: reactants, conditions, products, and yield The reactants are C1CCOC1, CCN(C(C)C)C(C)C, CCc1n[nH]c2ncnc(Cl)c12, Cc1ccc(Cl)cc1N1CCNCC1. The product is CCc1n[nH]c2ncnc(N3CCN(c4cc(Cl)ccc4C)CC3)c12. Reaction SMILES: [CH2:36]1[O:37][CH2:38][CH2:39][CH2:40]1.[CH:13]([N:14]([CH:15]([CH3:16])[CH3:17])[CH2:18][CH3:19])([CH3:20])[CH3:21].[Cl:1][c:2]1[c:3]2[c:4]([n:5][cH:6][n:7]1)[nH:8][n:9][c:10]2[CH2:11][CH3:12].[Cl:22][c:23]1[cH:24][cH:25][c:26]([CH3:35])[c:27]([N:29]2[CH2:30][CH2:31][NH:32][CH2:33][CH2:34]2)[cH:28]1>>[c:2]1([N:32]2[CH2:31][CH2:30][N:29]([c:27]3[c:26]([CH3:35])[cH:25][cH:24][c:23]([Cl:22])[cH:28]3)[CH2:34][CH2:33]2)[c:3]2[c:4]([n:5][cH:6][n:7]1)[nH:8][n:9][c:10]2[CH2:11][CH3:12]. The reactants are CC(=O)c1ccncc1, CCO, CC(=O)O, NNC(=O)c1cc([N+](=O)[O-])cc2ccccc12, C1CCOC1. Yields the product CC(=NNC(=O)c1cc([N+](=O)[O-])cc2ccccc12)c1ccncc1. As a reaction SMILES: [C:18]([CH3:19])(=[O:20])[c:21]1[cH:22][cH:23][n:24][cH:25][cH:26]1.[CH3:27][CH2:28][OH:29].[CH3:35][C:36](=[O:37])[OH:38].[N+:1](=[O:2])([O-:3])[c:4]1[cH:5][c:6]([C:14](=[O:15])[NH:16][NH2:17])[c:7]2[cH:8][cH:9][cH:10][cH:11][c:12]2[cH:13]1.[O:30]1[CH2:31][CH2:32][CH2:33][CH2:34]1>>[N+:1](=[O:2])([O-:3])[c:4]1[cH:5][c:6]([C:14](=[O:15])[NH:16][N:17]=[C:18]([CH3:19])[c:21]2[cH:22][cH:23][n:24][cH:25][cH:26]2)[c:7]2[cH:8][cH:9][cH:10][cH:11][c:12]2[cH:13]1. Starting materials: CO, COC(=O)c1cc2ccc(-c3ccc(OCc4c(COc5c(C)cccc5C)noc4C4CCC4)cc3)cc2cn1, Cl, [Na+], C1CCOC1, [OH-]. Product: Cc1cccc(C)c1OCc1noc(C2CCC2)c1COc1ccc(-c2ccc3cc(C(=O)O)ncc3c2)cc1. RXN SMILES: [CH3:50][OH:51].[CH:1]1([c:5]2[c:6]([CH2:20][O:21][c:22]3[cH:23][cH:24][c:25](-[c:28]4[cH:29][cH:30][c:31]5[cH:32][c:33]([C:38](=[O:39])[O:40][CH3:41])[n:34][cH:35][c:36]5[cH:37]4)[cH:26][cH:27]3)[c:7]([CH2:10][O:11][c:12]3[c:13]([CH3:19])[cH:14][cH:15][cH:16][c:17]3[CH3:18])[n:8][o:9]2)[CH2:2][CH2:3][CH2:4]1.[ClH:49].[Na+:48].[O:42]1[CH2:43][CH2:44][CH2:45][CH2:46]1.[OH-:47]>>[CH:1]1([c:5]2[c:6]([CH2:20][O:21][c:22]3[cH:23][cH:24][c:25](-[c:28]4[cH:29][cH:30][c:31]5[cH:32][c:33]([C:38](=[O:39])[OH:40])[n:34][cH:35][c:36]5[cH:37]4)[cH:26][cH:27]3)[c:7]([CH2:10][O:11][c:12]3[c:13]([CH3:19])[cH:14][cH:15][cH:16][c:17]3[CH3:18])[n:8][o:9]2)[CH2:2][CH2:3][CH2:4]1. Starting materials: O=S(=O)(O)Cl, CC(O)(C(=O)Nc1cccc(Cl)c1Cl)C(F)(F)F. The product is CC(O)(C(=O)Nc1ccc(S(=O)(=O)Cl)c(Cl)c1Cl)C(F)(F)F. Reaction SMILES: [Cl:19][S:20](=[O:21])(=[O:22])[OH:23].[Cl:1][c:2]1[c:3]([NH:9][C:10]([C:11]([C:12]([F:13])([F:14])[F:15])([CH3:16])[OH:17])=[O:18])[cH:4][cH:5][cH:6][c:7]1[Cl:8]>>[Cl:1][c:2]1[c:3]([NH:9][C:10]([C:11]([C:12]([F:13])([F:14])[F:15])([CH3:16])[OH:17])=[O:18])[cH:4][cH:5][c:6]([S:20]([Cl:19])(=[O:21])=[O:22])[c:7]1[Cl:8]. Reaction SMILES: [NH2:1][C:2]1[C:3]([I:23])=[C:4]([C:13]([NH:15][C:16]([CH2:21][OH:22])([CH2:19][OH:20])[CH2:17][OH:18])=[O:14])[C:5]([I:12])=[C:6]([C:10]=1[I:11])[C:7]([OH:9])=[O:8].[C:24]([OH:27])(=O)[CH3:25].S(=O)(=O)(O)O.Cl>O>[NH2:1][C:2]1[C:3]([I:23])=[C:4]([C:13]([NH:15][C:16]([CH2:17][O:18][C:24](=[O:27])[CH3:25])([CH2:19][O:20][C:13](=[O:14])[CH3:4])[CH2:21][O:22][C:7](=[O:8])[CH3:6])=[O:14])[C:5]([I:12])=[C:6]([C:10]=1[I:11])[C:7]([OH:9])=[O:8]. Run in O (water). The reactants are NC=1C(=C(C(=C(C(=O)O)C1I)I)C(=O)NC(CO)(CO)CO)I (5-amino-2,4,6-triiodo-N-[tris(hydroxymethyl) methyl]isophthalamic acid), C(C)(=O)O (acetic acid), S(O)(O)(=O)=O (sulfuric acid), Cl (hydrogen chloride). Procedure: A mixture of 5-amino-2,4,6-triiodo-N-[tris(hydroxymethyl) methyl]isophthalamic acid and glacial acetic acid is heated in the presence of a catalytic amount of mineral acid (such as sulfuric acid or dry hydrogen chloride) or a dry cation exchange resin (strong acid form). Molecular sieves may be used to act as a water scavenger. After the reaction is complete the acid catalyst is neutralized, or in the case of use of molecular sieves and the cation-exchange resin, the reaction mixture is filtered... Yields the product NC=1C(=C(C(=C(C(=O)O)C1I)I)C(=O)NC(COC(C)=O)(COC(C)=O)COC(C)=O)I (5-amino-2,4,6-triiodo-N-[tris(acetoxymethyl)methyl]isophthalamic acid).